Dataset: the Open Reaction Database (ORD), a public repository of structured organic reaction records. Task: describe an organic reaction: reactants, conditions, products, and yield Reactants: 178, O=C=NC1CC(CN=C=O)(CC(C1)(C)C)C (isophorone diisocyanate), hexamethylene-1,6-diisocyanate, resultant mixture, [N-]=C=O (isocyanate), O (water), bisketimine. Run at temperature 60 celsius. The product is biuret polyisocyanate, C(CCCCCN=C=O)N=C=O (hexamethylene diisocyanate). As a reaction SMILES: [O:1]=[C:2]=[N:3][CH:4]1[CH2:13][C:12](C)(C)[CH2:11][C:6](C)([CH2:7][N:8]=[C:9]=[O:10])C1.[N-]=C=O.O>>[CH2:7]([N:8]=[C:9]=[O:10])[CH2:6][CH2:11][CH2:12][CH2:13][CH2:4][N:3]=[C:2]=[O:1]. Procedure details: The mixture was made to be at 70° C., and a mixture of 178 parts by mass of isophorone diisocyanate and 244 parts of hexamethylene-1,6-diisocyanate was added thereto, and a resultant mixture was stirred at 80° C. to 90° C. until a content of isocyanate thereof became 5.6% by mass. The prepolymer was cooled to 60° C., and 56 parts by mass of biuret polyisocyanate obtained from 3 mol of hexamethylene diisocyanate and 1 mol of water and 175 parts by mass of bisketimine obtained from isophorone diam... Reactants: FC=1C=C2CC(C(C2=CC1F)=O)=NO (5,6-difluoro-1H-indene-1,2(3H)-dione 2-oxime), Cl (HCl). Reagents/catalysts: [Pd] (Pd/C). The solvent is C(C)(=O)O (acetic acid). Reaction conditions: time 24 hour. The product is FC=1C=C2CC(CC2=CC1F)N (5,6-difluoro-2,3-dihydro-1H-inden-2-amine). Isolated yield 31.0%. RXN SMILES: [F:1][C:2]1[CH:3]=[C:4]2[C:8](=[CH:9][C:10]=1[F:11])[C:7](=O)[C:6](=[N:13]O)[CH2:5]2.Cl>[Pd].C(O)(=O)C>[F:1][C:2]1[CH:3]=[C:4]2[C:8](=[CH:9][C:10]=1[F:11])[CH2:7][CH:6]([NH2:13])[CH2:5]2. Reported procedure: To an acetic acid solution (100 mL) containing 5,6-difluoro-1H-indene-1,2(3H)-dione 2-oxime (3.97 g, 20.2 mmol) in a Parr bottle was added 8 mL of concentrated HCl followed by 10% Pd/C (1.07 g). The solution was hydrogenated at 50 psi for 24 hours on a Parr hydrogenator. The heterogeneous solution was filtered through a bed of Celite with the celite being rinsed thoroughly with chloroform. The solvent was then removed in vacuo and the residual dark oil dissolved in water. The aqueous solution wa... Reactants: CC(C)(C)OC(=O)N1CCC(Oc2ncnc(Nc3ccc(S(C)(=O)=O)cc3)c2[N+](=O)[O-])CC1, CCOC(C)=O. Product: CC(C)(C)OC(=O)N1CCC(Oc2ncnc(Nc3ccc(S(C)(=O)=O)cc3)c2N)CC1. As a reaction SMILES: [C:1]([CH3:2])([CH3:3])([CH3:4])[O:5][C:6](=[O:7])[N:8]1[CH2:9][CH2:10][CH:11]([O:14][c:15]2[n:16][cH:17][n:18][c:19]([NH:24][c:25]3[cH:26][cH:27][c:28]([S:31](=[O:32])(=[O:33])[CH3:34])[cH:29][cH:30]3)[c:20]2[N+:21]([O-:22])=[O:23])[CH2:12][CH2:13]1.[CH3:35][CH2:36][O:37][C:38](=[O:39])[CH3:40]>>[C:1]([CH3:2])([CH3:3])([CH3:4])[O:5][C:6](=[O:7])[N:8]1[CH2:9][CH2:10][CH:11]([O:14][c:15]2[n:16][cH:17][n:18][c:19]([NH:24][c:25]3[cH:26][cH:27][c:28]([S:31](=[O:32])(=[O:33])[CH3:34])[cH:29][cH:30]3)[c:20]2[NH2:21])[CH2:12][CH2:13]1. The reactants are BrCCOC1=CC=C(C#N)C=C1 (4-(2-Bromoethoxy)benzonitrile), C(O)CN (ethanolamine). Reaction conditions: temperature 120 celsius. Product: OCCNCCOC1=CC=C(C#N)C=C1 (4-[2-(2-Hydroxyethylamino)ethoxy]benzonitrile). RXN SMILES: Br[CH2:2][CH2:3][O:4][C:5]1[CH:12]=[CH:11][C:8]([C:9]#[N:10])=[CH:7][CH:6]=1.[CH2:13]([CH2:15][NH2:16])[OH:14]>>[OH:14][CH2:13][CH2:15][NH:16][CH2:2][CH2:3][O:4][C:5]1[CH:12]=[CH:11][C:8]([C:9]#[N:10])=[CH:7][CH:6]=1. Reported procedure: 4-(2-Bromoethoxy)benzonitrile (30 g, 0.133 mol; see step (i) above) and ethanolamine (48 mL, 0.78 mol) were mixed and refluxed, under a nitrogen atmosphere, at about 120° C. for 3 h. The reaction was quenched by addition of a sodium hydroxide solution to the mixture. The sub-title compound was extracted using DCM (2×250 mL), which was dried over anhydrous sodium sulfate and then concentrated. Yield: 13.1 g (48%). Reactants: COC1=C(C=CC(=C1)OC)C=1N(C(=NN1)S)CC(C)C (5-(2,4-dimethoxy-phenyl)-4-isobutyl-4H-[1,2,4]triazole-3-thiol). The reagents and catalysts are [Ni] (Ni). Run in C(C)O (ethanol), C(C)O (ethanol). Product: COC1=C(C=CC(=C1)OC)C1=NN=CN1CC(C)C (3-(2,4-dimethoxy-phenyl)-4-isobutyl-4H-[1,2,4]triazole). Yield: 101.3%. As a reaction SMILES: [CH3:1][O:2][C:3]1[CH:8]=[C:7]([O:9][CH3:10])[CH:6]=[CH:5][C:4]=1[C:11]1[N:12]([CH2:17][CH:18]([CH3:20])[CH3:19])[C:13](S)=[N:14][N:15]=1>C(O)C.[Ni]>[CH3:1][O:2][C:3]1[CH:8]=[C:7]([O:9][CH3:10])[CH:6]=[CH:5][C:4]=1[C:11]1[N:12]([CH2:17][CH:18]([CH3:20])[CH3:19])[CH:13]=[N:14][N:15]=1. Procedure details: Ex-109D: To a solution of 5-(2,4-dimethoxy-phenyl)-4-isobutyl-4H-[1,2,4]triazole-3-thiol (Ex-109C, 0.1 g, 0.34 mmol) in ethanol (10 mL) was added wet Raney Ni (0.27 g, 4.6 mmol). The suspension of ethanol was refluxed overnight and then passed through a bed of Hyflo Super Gel and diatomaceous earth. The filtrate was concentrated to afford 3-(2,4-dimethoxy-phenyl)-4-isobutyl-4H-[1,2,4]triazole (0.09 g, 100%) as a white solid: 1H NMR (CDCl3) δ 8.15 (s, 1H), 7.34 (d, J=7.8 Hz, 1H), 6.57 (dd, J=7.8,... Yield: 22.0%. Reported procedure: To a stirred solution of 300 parts of hexahydro-1H-1,4-diazepine in 900 parts of methylbenzene Were added 75 parts of 3,6-dichloropyridazine. The whole was stirred and refluxed for 4 hours. The reaction mixture was evaporated. Water was added to the residue. The product was extracted with trichloromethane. The extract was dried, filtered and evaporated. The residue was converted into the hydrochloride salt in 2-propanol and ethanol. The salt was filtered off and dried, yielding 28 parts (22%) of... The product is 28, Cl.ClC1=CC=C(N=N1)N1CCNCCC1 (1-(6-chloro-3-pyridazinyl)-hexahydro-1H-1,4-diazepine monohydrochloride). The reactants are 300, N1CCNCCC1 (hexahydro-1H-1,4-diazepine), ClC=1N=NC(=CC1)Cl (3,6-dichloropyridazine). RXN SMILES: [NH:1]1[CH2:7][CH2:6][CH2:5][NH:4][CH2:3][CH2:2]1.[Cl:8][C:9]1[N:10]=[N:11][C:12](Cl)=[CH:13][CH:14]=1>CC1C=CC=CC=1>[ClH:8].[Cl:8][C:9]1[N:10]=[N:11][C:12]([N:1]2[CH2:7][CH2:6][CH2:5][NH:4][CH2:3][CH2:2]2)=[CH:13][CH:14]=1 |f:3.4|. Solvent: CC1=CC=CC=C1 (methylbenzene). Reactants: CO, CC1(c2ccc([N+](=O)[O-])cc2)C(=O)Nc2cc(Cl)cc(Cl)c2C1=O. Yields the product CC1(c2ccc(N)cc2)C(=O)Nc2cc(Cl)cc(Cl)c2C1=O. RXN SMILES: [CH3:25][OH:26].[Cl:1][c:2]1[c:3]2[c:8]([cH:9][c:10]([Cl:12])[cH:11]1)[NH:7][C:6](=[O:13])[C:5]([c:14]1[cH:15][cH:16][c:17]([N+:20]([O-:21])=[O:22])[cH:18][cH:19]1)([CH3:23])[C:4]2=[O:24]>>[Cl:1][c:2]1[c:3]2[c:8]([cH:9][c:10]([Cl:12])[cH:11]1)[NH:7][C:6](=[O:13])[C:5]([c:14]1[cH:15][cH:16][c:17]([NH2:20])[cH:18][cH:19]1)([CH3:23])[C:4]2=[O:24].